This data is from the Open Reaction Database (ORD), a public repository of structured organic reaction records. The task is: describe an organic reaction: reactants, conditions, products, and yield Product: O1C=NC=C1C1=CC=C(C=C1)S(=O)(=O)NC1=CC(=CC=C1)C1=NN=NN1 (4-(1,3-Oxazol-5-yl)-N-[3-(1H-tetrazol-5-yl)phenyl]benzenesulfonamide). Procedure: The product was prepared according to General Procedure 6, described in Example 65, with 4-(1,3-oxazol-5-yl)benzenesulfonyl chloride (17.2 mg, 0.055 mmol) and 5-(3-aminophenyl)tetrazole (8.0 mg, 0.050 mmol). The title compound was obtained in 23% yield (4.2 mg). MS (ESI+) calcd mass for C16H12N6O3S 368.069159, found 368.069509. Yield: 23.0%. Starting materials: O1C=NC=C1C1=CC=C(C=C1)S(=O)(=O)Cl (4-(1,3-oxazol-5-yl)benzenesulfonyl chloride), NC=1C=C(C=CC1)C1=NN=NN1 (5-(3-aminophenyl)tetrazole). As a reaction SMILES: [O:1]1[C:5]([C:6]2[CH:11]=[CH:10][C:9]([S:12](Cl)(=[O:14])=[O:13])=[CH:8][CH:7]=2)=[CH:4][N:3]=[CH:2]1.[NH2:16][C:17]1[CH:18]=[C:19]([C:23]2[NH:27][N:26]=[N:25][N:24]=2)[CH:20]=[CH:21][CH:22]=1>>[O:1]1[C:5]([C:6]2[CH:11]=[CH:10][C:9]([S:12]([NH:16][C:17]3[CH:22]=[CH:21][CH:20]=[C:19]([C:23]4[NH:27][N:26]=[N:25][N:24]=4)[CH:18]=3)(=[O:14])=[O:13])=[CH:8][CH:7]=2)=[CH:4][N:3]=[CH:2]1.